This data is from the Open Reaction Database (ORD), a public repository of structured organic reaction records. The task is: describe an organic reaction: reactants, conditions, products, and yield Reactants: O=S1(N(CCC1)C1=C(C=CC(=C1)N1S(CCC1)(=O)=O)C(=O)N1CCN(CC1)C1=NC=C(C=C1C1CC1)C)=O ([2,4-bis(1,1-dioxo-1λ6-isothiazolidin-2-yl)phenyl][4-(3-cyclopropyl-5-methylpyridin-2-yl)piperazin-1-yl]methanone), Cl.C(C)(=O)OCC (hydrogen chloride ethyl acetate). The solvent is C(C)(=O)OCC (ethyl acetate). The product is Cl.O=S1(N(CCC1)C1=C(C=CC(=C1)N1S(CCC1)(=O)=O)C(=O)N1CCN(CC1)C1=NC=C(C=C1C1CC1)C)=O ([2,4-bis(1,1-dioxo-1λ6-isothiazolidin-2-yl)phenyl][4-(3-cyclopropyl-5-methylpyridin-2-yl)piperazin-1-yl]methanone hydrochloride). Reaction SMILES: [O:1]=[S:2]1(=[O:38])[CH2:6][CH2:5][CH2:4][N:3]1[C:7]1[CH:12]=[C:11]([N:13]2[CH2:17][CH2:16][CH2:15][S:14]2(=[O:19])=[O:18])[CH:10]=[CH:9][C:8]=1[C:20]([N:22]1[CH2:27][CH2:26][N:25]([C:28]2[C:33]([CH:34]3[CH2:36][CH2:35]3)=[CH:32][C:31]([CH3:37])=[CH:30][N:29]=2)[CH2:24][CH2:23]1)=[O:21].[ClH:39].C(OCC)(=O)C>C(OCC)(=O)C>[ClH:39].[O:38]=[S:2]1(=[O:1])[CH2:6][CH2:5][CH2:4][N:3]1[C:7]1[CH:12]=[C:11]([N:13]2[CH2:17][CH2:16][CH2:15][S:14]2(=[O:19])=[O:18])[CH:10]=[CH:9][C:8]=1[C:20]([N:22]1[CH2:23][CH2:24][N:25]([C:28]2[C:33]([CH:34]3[CH2:36][CH2:35]3)=[CH:32][C:31]([CH3:37])=[CH:30][N:29]=2)[CH2:26][CH2:27]1)=[O:21] |f:1.2,4.5|. Procedure details: 2,4-Bis(1,1-dioxo-1λ6-isothiazolidin-2-yl)benzoic acid (200 mg) described in Preparation Example 34, 1-(3-cyclopropyl-5-methylpyridin-2-yl)piperazine (121 mg) described in Preparation Example 86, and 1-hydroxybenzotriazole 1 hydrate (79 mg) were dissolved in N,N-dimethylformamide (3 mL), 1-ethyl-3-(3′-dimethylaminopropyl)carbodiimide hydrochloride (112 mg) was added, and the mixture was stirred at room temperature overnight. Water was added to the reaction mixture, and the mixture was extracted ... The reactants are [Si](C)(C)(C(C)(C)C)O[C@H]1[C@@H](O[C@@H]([C@H]1O[Si](C)(C)C(C)(C)C)COC)N1C2=NC(=NC(=C2N=C1)NCC(C1=CC=CC=C1)C1=CC=CC=C1)CCNCCOC (N-(2-{9-[(2R,3R,4R,5R)-3,4-bis{[tert-butyl(dimethyl)silyl]oxy}-5-(methoxymethyl)tetrahydro-2-furanyl]-6-[(2,2-diphenylethyl)amino]-9H-purin-2-yl}ethyl)-N-(2-methoxyethyl)amine), O1CCCC1 (tetrahydrofuran), solution, [F-].C(CCC)[N+](CCCC)(CCCC)CCCC (tetra-n-butylammonium fluoride). Product: C1(=CC=CC=C1)C(CNC1=C2N=CN(C2=NC(=N1)CCNCCOC)[C@@H]1O[C@@H]([C@H]([C@H]1O)O)COC)C1=CC=CC=C1 ((2R,3R,4S,5R)-2-(6-[(2,2-Diphenylethyl)amino]-2-{2-[(2-methoxyethyl)amino]ethyl}-9H-purin-9-yl)-5-(methoxymethyl)tetrahydro-3,4-furandiol). Yield: 46.8%. As a reaction SMILES: [Si]([O:8][C@@H:9]1[C@H:13]([O:14][Si](C(C)(C)C)(C)C)[C@@H:12]([CH2:22][O:23][CH3:24])[O:11][C@H:10]1[N:25]1[CH:33]=[N:32][C:31]2[C:26]1=[N:27][C:28]([CH2:49][CH2:50][NH:51][CH2:52][CH2:53][O:54][CH3:55])=[N:29][C:30]=2[NH:34][CH2:35][CH:36]([C:43]1[CH:48]=[CH:47][CH:46]=[CH:45][CH:44]=1)[C:37]1[CH:42]=[CH:41][CH:40]=[CH:39][CH:38]=1)(C(C)(C)C)(C)C.[F-].C([N+](CCCC)(CCCC)CCCC)CCC.O1CCCC1>>[C:37]1([CH:36]([C:43]2[CH:44]=[CH:45][CH:46]=[CH:47][CH:48]=2)[CH2:35][NH:34][C:30]2[N:29]=[C:28]([CH2:49][CH2:50][NH:51][CH2:52][CH2:53][O:54][CH3:55])[N:27]=[C:26]3[C:31]=2[N:32]=[CH:33][N:25]3[C@H:10]2[C@H:9]([OH:8])[C@H:13]([OH:14])[C@@H:12]([CH2:22][O:23][CH3:24])[O:11]2)[CH:42]=[CH:41][CH:40]=[CH:39][CH:38]=1 |f:1.2|. Procedure details: The title compound was prepared by a similar method to example 38 using N-(2-{9-[(2R,3R,4R,5R)-3,4-bis{[tert-butyl(dimethyl)silyl]oxy}-5-(methoxymethyl)tetrahydro-2-furanyl]-6-[(2,2-diphenylethyl)amino]-9H-purin-2-yl}ethyl)-N-(2-methoxyethyl)amine (150 mg, 0.19 mmol) (preparation 34) and a 1 molar solution of tetra-n-butylammonium fluoride in tetrahydrofuran (0.5 ml, 0.5 mmol). The compound was purified by column chromatography on silica gel eluting with a solvent gradient of dichloromethane:met... Reactants: N1CCOCC1 (morpholine), C(C)(=O)N(CCCCCCBr)C1=C(C=C(C=C1)C=1OC2=C(C(C1)=O)C(=C(C=C2F)F)N)F (2-[4-[N-acetyl-N-(6-bromohexyl)amino]-3-fluorophenyl]-5-amino-6,8-difluoro-4H-1-benzopyran-4-one), O (Water). Solvent: CN(C=O)C (dimethylformamide). Conditions: time 1.5 hour. Yields the product NC1=C(C=C(C2=C1C(C=C(O2)C2=CC(=C(C=C2)NCCCCCCN2CCOCC2)F)=O)F)F (5-Amino-6,8-difluoro-2-[3-fluoro-4-(6-morpholinohexylamino)phenyl]-4H-1-benzopyran-4-one). As a reaction SMILES: C([N:4]([C:12]1[CH:17]=[CH:16][C:15]([C:18]2[O:19][C:20]3[C:28]([F:29])=[CH:27][C:26]([F:30])=[C:25]([NH2:31])[C:21]=3[C:22](=[O:24])[CH:23]=2)=[CH:14][C:13]=1[F:32])[CH2:5][CH2:6][CH2:7][CH2:8][CH2:9][CH2:10]Br)(=O)C.[NH:33]1[CH2:38][CH2:37][O:36][CH2:35][CH2:34]1.O>CN(C)C=O>[NH2:31][C:25]1[C:21]2[C:22](=[O:24])[CH:23]=[C:18]([C:15]3[CH:16]=[CH:17][C:12]([NH:4][CH2:5][CH2:6][CH2:7][CH2:8][CH2:9][CH2:10][N:33]4[CH2:38][CH2:37][O:36][CH2:35][CH2:34]4)=[C:13]([F:32])[CH:14]=3)[O:19][C:20]=2[C:28]([F:29])=[CH:27][C:26]=1[F:30]. Procedure: 500 mg (1.07 mmol) of 5-amino-2-[4-(6-bromohexylamino)-3-fluorophenyl]-6,8-difluoro-4H-1-benzopyran-4-one obtained in Example 52 was dissolved in 15 ml of dimethylformamide, 0.93 ml of morpholine was added and the mixture was stirred at 50° to 60° C. for 1.5 hours. Water was added to the reaction solution and the mixture was extracted with ethyl acetate. The organic layer was washed with an aqueous saturated solution of sodium chloride and dried over anhydrous sodium sulfate and the solvent was ... Reactants: O=C(c1ccc(O)cc1)c1ccccc1F, [I-], I, [K+]. Yields the product O=C(c1ccc(O)c(I)c1)c1ccccc1F. As a reaction SMILES: [F:1][c:2]1[c:3]([C:8](=[O:9])[c:10]2[cH:11][cH:12][c:13]([OH:16])[cH:14][cH:15]2)[cH:4][cH:5][cH:6][cH:7]1.[I-:18].[I:19].[K+:17]>>[F:1][c:2]1[c:3]([C:8](=[O:9])[c:10]2[cH:11][cH:12][c:13]([OH:16])[c:14]([I:18])[cH:15]2)[cH:4][cH:5][cH:6][cH:7]1. Reactants: COC(=O)c1ccc(Cl)c(C(=O)NCc2ccc(OC)cc2OC)c1, CO, Cl, [Li+], [OH-]. The product is COc1ccc(CNC(=O)c2cc(C(=O)O)ccc2Cl)c(OC)c1. Reaction SMILES: [CH3:1][O:2][c:3]1[c:4]([CH2:11][NH:12][C:13](=[O:14])[c:15]2[cH:16][c:17]([C:18](=[O:19])[O:20][CH3:21])[cH:22][cH:23][c:24]2[Cl:25])[cH:5][cH:6][c:7]([O:9][CH3:10])[cH:8]1.[CH3:29][OH:30].[ClH:28].[Li+:27].[OH-:26]>>[CH3:1][O:2][c:3]1[c:4]([CH2:11][NH:12][C:13](=[O:14])[c:15]2[cH:16][c:17]([C:18](=[O:19])[OH:20])[cH:22][cH:23][c:24]2[Cl:25])[cH:5][cH:6][c:7]([O:9][CH3:10])[cH:8]1. Starting materials: C(=O)([O-])[O-].[K+].[K+] (K2CO3), CC=1NC=CC(C1OCC1=CC=CC=C1)=O (2-Methyl-3-(phenylmethoxy)-4(1H)-pyridone), C(C1=CC=CC=C1)Br (benzylbromide). Solvent: C(C)O (ethanol). The product is C1(=CC=CC=C1)CN1C(=C(C(C=C1)=O)OCC1=CC=CC=C1)C (1-(phenylmethyl)-2-methyl-3-(phenylmethoxy) 4-pyridone). The yield is 29.9%. As a reaction SMILES: [CH3:1][C:2]1[NH:3][CH:4]=[CH:5][C:6](=[O:16])[C:7]=1[O:8][CH2:9][C:10]1[CH:15]=[CH:14][CH:13]=[CH:12][CH:11]=1.C([O-])([O-])=O.[K+].[K+].[CH2:23](Br)[C:24]1[CH:29]=[CH:28][CH:27]=[CH:26][CH:25]=1>C(O)C>[C:24]1([CH2:23][N:3]2[CH:4]=[CH:5][C:6](=[O:16])[C:7]([O:8][CH2:9][C:10]3[CH:15]=[CH:14][CH:13]=[CH:12][CH:11]=3)=[C:2]2[CH3:1])[CH:29]=[CH:28][CH:27]=[CH:26][CH:25]=1 |f:1.2.3|. Procedure: 73 g of the product of Example 2 were dissolved in 4 liters of ethanol (dry). 25 g K2CO3 powderized and 70 g benzylbromide were added. After refluxing for 4 hours and filtration, the solvent was distilled off and the residue extracted with 4 liters of hot petroleum ether in 3 parts. After cooling to room temperature and filtration the petroleum ether filtrate was concentrated to 2 liters and cooled to -10° C. 31 g of white crystals of the title compound of Example 3 were obtained. The formed tit... Reactants: C(C)(C)(C)OC(NCCC1=C(C(=CC=C1)O)C(C)C)=O ([2-(3-hydroxy-2-isopropyl-phenyl)-ethyl]-carbamic acid tert-butyl ester), ClC1=NC=C(C#N)C=C1 (6-chloronicotino-nitrile), C(=O)([O-])[O-].[K+].[K+] (K2CO3). The product is C(C)(C)(C)OC(NCCC1=C(C(=CC=C1)OC1=NC=C(C=C1)C#N)C(C)C)=O ({2-[3-(5-cyano-pyridin-2-yloxy)-2-isopropyl-phenyl]-ethyl}-carbamic acid tert-butyl ester). The yield is 74.8%. As a reaction SMILES: [C:1]([O:5][C:6](=[O:20])[NH:7][CH2:8][CH2:9][C:10]1[CH:15]=[CH:14][CH:13]=[C:12]([OH:16])[C:11]=1[CH:17]([CH3:19])[CH3:18])([CH3:4])([CH3:3])[CH3:2].Cl[C:22]1[CH:29]=[CH:28][C:25]([C:26]#[N:27])=[CH:24][N:23]=1.C([O-])([O-])=O.[K+].[K+]>>[C:1]([O:5][C:6](=[O:20])[NH:7][CH2:8][CH2:9][C:10]1[CH:15]=[CH:14][CH:13]=[C:12]([O:16][C:22]2[CH:29]=[CH:28][C:25]([C:26]#[N:27])=[CH:24][N:23]=2)[C:11]=1[CH:17]([CH3:18])[CH3:19])([CH3:3])([CH3:4])[CH3:2] |f:2.3.4|. Procedure details: Using a method similar to Example 221, Step 1, using [2-(3-hydroxy-2-isopropyl-phenyl)-ethyl]-carbamic acid tert-butyl ester (4.02 g, 14.4 mmol), 6-chloronicotino-nitrile (1.99 g, 14.4 mmol) and K2CO3 (2.98 g, 21.5 mmol) gives {2-[3-(5-cyano-pyridin-2-yloxy)-2-isopropyl-phenyl]-ethyl}-carbamic acid tert-butyl ester (4.11 g) as a yellow foam. 1H NMR (CDCl3): 8.50 (s, 1H), 7.92 (d, 1H), 7.17 (t, 1H), 7.06 (d, 1H), 7.01 (d, 1H), 6.86 (d, 1H), 4.63 (br. s, 1H), 3.34 (m, 2H), 3.27 (m, 1H), 2.91 (t, 2... Reactants: COC(NCC1=C(C=CC(=C1)I)Cl)=O (methyl[(2-chloro-5-iodo-phenyl)methyl]carbamate), COC(NCC1=C(C=CC(=C1)I)Cl)=O (methyl[(2-chloro-5-iodo-phenyl)methyl]carbamate), C(#C)[Si](C)(C)C (ethynyltrimethylsilane), C1(=CC=CC=C1)P(C1=CC=CC=C1)C1=CC=CC=C1 (triphenylphosphine). The reagents and catalysts are Cl[Pd]([P](C1=CC=CC=C1)(C2=CC=CC=C2)C3=CC=CC=C3)([P](C4=CC=CC=C4)(C5=CC=CC=C5)C6=CC=CC=C6)Cl (bis(triphenylphosphine)palladium(II) dichloride), [Cu]I (copper(I) iodide). Solvent: O1CCCC1 (tetrahydrofuran), C(C)N(CC)CC (triethylamine). Product: ClC1=C(C=C(C=C1)C#C[Si](C)(C)C)CNC(OC)=O (methyl N-[[2-chloro-5-[2-(trimethylsilyl)ethynyl]-phenyl]methyl]carbamate). As a reaction SMILES: [CH3:1][O:2][C:3](=[O:14])[NH:4][CH2:5][C:6]1[CH:11]=[C:10](I)[CH:9]=[CH:8][C:7]=1[Cl:13].[C:15]([Si:17]([CH3:20])([CH3:19])[CH3:18])#[CH:16].C1(P(C2C=CC=CC=2)C2C=CC=CC=2)C=CC=CC=1>O1CCCC1.C(N(CC)CC)C.Cl[Pd](Cl)([P](C1C=CC=CC=1)(C1C=CC=CC=1)C1C=CC=CC=1)[P](C1C=CC=CC=1)(C1C=CC=CC=1)C1C=CC=CC=1.[Cu]I>[Cl:13][C:7]1[CH:8]=[CH:9][C:10]([C:16]#[C:15][Si:17]([CH3:20])([CH3:19])[CH3:18])=[CH:11][C:6]=1[CH2:5][NH:4][C:3](=[O:14])[O:2][CH3:1] |^1:54,73|. Procedure: A mixture methyl[(2-chloro-5-iodo-phenyl)methyl]carbamate (i.e. the product of Step B) (3.0 g, 9.2 mmol), ethynyltrimethylsilane (1.94 mL, 13.8 mmol), bis(triphenylphosphine)palladium(II) dichloride (0.032 g, 0.05 mmol), copper(I) iodide (0.018 g, 0.09 mmol), triphenylphosphine (0.024 g, 0.09 mmol) in tetrahydrofuran (18 mL) and triethylamine (18 mL) was stirred at room temperature for 30 minutes. The reaction mixture was concentrated onto silica gel (7 g) and then purified by medium pressure li... Reactants: Cl (HCl), O1CCOCC1 (dioxane), N1(N=NN=C1)C=1C=CC(=NC1)NC(OC(C)(C)C)=O (tert-Butyl 5-(1H-tetrazol-1-yl)pyridin-2-ylcarbamate). Solvent: C(Cl)Cl (DCM). Reaction conditions: time 4 hour. Yields the product Cl.N1(N=NN=C1)C=1C=CC(=NC1)N (5-(1H-tetrazol-1-yl)pyridin-2-amine hydrochloride). As a reaction SMILES: [N:1]1([C:6]2[CH:7]=[CH:8][C:9]([NH:12]C(=O)OC(C)(C)C)=[N:10][CH:11]=2)[CH:5]=[N:4][N:3]=[N:2]1.[ClH:20].O1CCOCC1>C(Cl)Cl>[ClH:20].[N:1]1([C:6]2[CH:7]=[CH:8][C:9]([NH2:12])=[N:10][CH:11]=2)[CH:5]=[N:4][N:3]=[N:2]1 |f:4.5|. Reported procedure: tert-Butyl 5-(1H-tetrazol-1-yl)pyridin-2-ylcarbamate (300 mg, 1.14 mmol) was dissolved in DCM (2 mL), followed by addition of 4 M HCl in dioxane (2.86 mL, 11.4 mmol). The mixture was stirred at RT for 4 hours, then concentrated to give title compound. LC/MS: [(M+1)]+=163.20. The reactants are NC=1C2=C(N=CN1)N(C=C2I)[C@H]2C[C@H](C2)COS(=O)(=O)C2=CC=C(C=C2)C (cis-toluene-4-sulfonic acid 3-(4-amino-5-iodopyrrolo[2,3-d]pyrimidin-7-yl)-cyclobutylmethyl ester), N1CCC1 (azetidine). Solvent: CN(C)C=O (DMF). Product: N1(CCC1)C[C@H]1C[C@H](C1)N1C=C(C2=C1N=CN=C2N)I (cis-7-(3-Azetidin-1-ylmethylcyclobutyl)-5-iodo-7H-pyrrolo[2,3-d]pyrimidin-4-ylamine). As a reaction SMILES: [NH2:1][C:2]1[C:3]2[C:10]([I:11])=[CH:9][N:8]([C@@H:12]3[CH2:15][C@H:14]([CH2:16]OS(C4C=CC(C)=CC=4)(=O)=O)[CH2:13]3)[C:4]=2[N:5]=[CH:6][N:7]=1.[NH:28]1[CH2:31][CH2:30][CH2:29]1>CN(C=O)C>[N:28]1([CH2:16][C@@H:14]2[CH2:13][C@H:12]([N:8]3[C:4]4[N:5]=[CH:6][N:7]=[C:2]([NH2:1])[C:3]=4[C:10]([I:11])=[CH:9]3)[CH2:15]2)[CH2:31][CH2:30][CH2:29]1. Procedure: The DMF (3 mL) solution of cis-toluene-4-sulfonic acid 3-(4-amino-5-iodopyrrolo[2,3-d]pyrimidin-7-yl)-cyclobutylmethyl ester (see above for its preparation) (63 mg, 80% purity, 0.10 mmol) and azetidine (12 mg, 2 eq.) was stirred at 50° C. overnight in a sealed tube. The reaction mixture was used directly for further reaction. MS (ES+): 384.1 [MH+]. HPLC: tR=1.4 min (polar—5 min). For 1H NMR analysis, a small sample was taken out for HPLC purification. 1H NMR (DMSO-d6, 400 MHz): δ=1.99-2.06 (quin...